This data is from the Open Reaction Database (ORD), a public repository of structured organic reaction records. The task is: describe an organic reaction: reactants, conditions, products, and yield Starting materials: CS(C)=O, CCCSc1nsnc1Cl, [Na+], [OH-]. Product: CCCSc1nsnc1O. Reaction SMILES: [CH3:13][S:14]([CH3:15])=[O:16].[Cl:1][c:2]1[n:3][s:4][n:5][c:6]1[S:7][CH2:8][CH2:9][CH3:10].[Na+:12].[OH-:11]>>[c:2]1([OH:11])[n:3][s:4][n:5][c:6]1[S:7][CH2:8][CH2:9][CH3:10]. Starting materials: C1(CC1)C(=O)NC=1N=C2N(C=C(C=C2)OC2=C(C=C(C=C2)NC(=O)C=2C(N(N(C2C)C)C2=CC=C(C=C2)F)=O)F)C1 (N-[4-({2-[(cyclopropylcarbonyl)amino]imidazo[1,2-a]pyridin-6-yl}oxy)-3-fluorophenyl]-2-(4-fluorophenyl)-1,5-dimethyl-3-oxo-2,3-dihydro-1H-pyrazole-4-carboxamide), Cl (hydrochloric acid). The solvent is C(C)C(=O)C (methyl ethyl ketone), O (water). Run at time 1 hour. The product is O.Cl.C1(CC1)C(=O)NC=1N=C2N(C=C(C=C2)OC2=C(C=C(C=C2)NC(=O)C=2C(N(N(C2C)C)C2=CC=C(C=C2)F)=O)F)C1 (N-[4-({2-[(cyclopropylcarbonyl)amino]imidazo[1,2-a]pyridin-6-yl}oxy)-3-fluorophenyl]-2-(4-fluorophenyl)-1,5-dimethyl-3-oxo-2,3-dihydro-1H-pyrazole-4-carboxamide hydrochloride monohydrate). Yield: 27.0%. As a reaction SMILES: [CH:1]1([C:4]([NH:6][C:7]2[N:8]=[C:9]3[CH:14]=[CH:13][C:12]([O:15][C:16]4[CH:21]=[CH:20][C:19]([NH:22][C:23]([C:25]5[C:26](=[O:39])[N:27]([C:32]6[CH:37]=[CH:36][C:35]([F:38])=[CH:34][CH:33]=6)[N:28]([CH3:31])[C:29]=5[CH3:30])=[O:24])=[CH:18][C:17]=4[F:40])=[CH:11][N:10]3[CH:41]=2)=[O:5])[CH2:3][CH2:2]1.[ClH:42]>C(C(C)=O)C.O>[OH2:5].[ClH:42].[CH:1]1([C:4]([NH:6][C:7]2[N:8]=[C:9]3[CH:14]=[CH:13][C:12]([O:15][C:16]4[CH:21]=[CH:20][C:19]([NH:22][C:23]([C:25]5[C:26](=[O:39])[N:27]([C:32]6[CH:33]=[CH:34][C:35]([F:38])=[CH:36][CH:37]=6)[N:28]([CH3:31])[C:29]=5[CH3:30])=[O:24])=[CH:18][C:17]=4[F:40])=[CH:11][N:10]3[CH:41]=2)=[O:5])[CH2:3][CH2:2]1 |f:4.5.6|. Reported procedure: To a suspension of N-[4-({2-[(cyclopropylcarbonyl)amino]imidazo[1,2-a]pyridin-6-yl}oxy)-3-fluorophenyl]-2-(4-fluorophenyl)-1,5-dimethyl-3-oxo-2,3-dihydro-1H-pyrazole-4-carboxamide (400 mg, 0.72 mmol) in methyl ethyl ketone (7 mL) and water (5 mL) was slowly added 6N aqueous hydrochloric acid solution (240 μL), and the mixture was stirred at room temperature for 1 hr. The precipitated solid was collected by filtration, washed with methyl ethyl ketone and suspended in ethanol (5 mL), and the suspe... The reactants are CC#N, O=C=NC(=O)c1cc(F)c(F)cc1Cl, Cl, Nc1ccsc1-c1n[nH]c(=O)o1. Product: O=C(NC(=O)c1cc(F)c(F)cc1Cl)Nc1ccsc1-c1n[nH]c(=O)o1. Reaction SMILES: [CH3:28][C:29]#[N:30].[Cl:14][c:15]1[c:16]([C:17](=[O:18])[N:19]=[C:20]=[O:21])[cH:22][c:23]([F:27])[c:24]([F:26])[cH:25]1.[ClH:1].[NH2:2][c:3]1[c:4](-[c:8]2[n:9][nH:10][c:11](=[O:13])[o:12]2)[s:5][cH:6][cH:7]1>>[NH:2]([c:3]1[c:4](-[c:8]2[n:9][nH:10][c:11](=[O:13])[o:12]2)[s:5][cH:6][cH:7]1)[C:20]([NH:19][C:17]([c:16]1[c:15]([Cl:14])[cH:25][c:24]([F:26])[c:23]([F:27])[cH:22]1)=[O:18])=[O:21]. Reactants: [BH4-], CCO, CCOC(C)=O, [Na+], OCc1ccc(C#CCCCOc2ccccc2)cc1, O, O=S(=O)(O)O. Yields the product OCc1ccc(CCCCCOc2ccccc2)cc1. Reaction SMILES: [BH4-:21].[CH3:24][CH2:25][OH:26].[CH3:32][CH2:33][O:34][C:35](=[O:36])[CH3:37].[Na+:22].[O:1]([c:2]1[cH:3][cH:4][cH:5][cH:6][cH:7]1)[CH2:8][CH2:9][CH2:10][C:11]#[C:12][c:13]1[cH:14][cH:15][c:16]([CH2:17][OH:18])[cH:19][cH:20]1.[OH2:23].[S:27](=[O:28])(=[O:29])([OH:30])[OH:31]>>[O:1]([c:2]1[cH:3][cH:4][cH:5][cH:6][cH:7]1)[CH2:8][CH2:9][CH2:10][CH2:11][CH2:12][c:13]1[cH:14][cH:15][c:16]([CH2:17][OH:18])[cH:19][cH:20]1. Starting materials: NC=1C(=NC2=CC=C(C=C2C1C(F)(F)F)Cl)C(=O)N (3-Amino-6-chloro-4-(trifluoromethyl)-2-quinolinecarboxamide), C(C)(=O)CC(C)=O (acetylacetone). Reagents/catalysts: OS(=O)(=O)O (H2SO4). Reaction conditions: temperature 100 celsius. Product: ClC1=CC=2C(=C3C(=NC2C=C1)C(NC(=N3)C)=O)C(F)(F)F (8-Chloro-2-methyl-10-(trifluoromethyl)-pyrimido[5,4-b]quinolin-4(3H)-one). Yield: 55.0%. As a reaction SMILES: [NH2:1][C:2]1[C:3]([C:17]([NH2:19])=[O:18])=[N:4][C:5]2[C:10]([C:11]=1[C:12]([F:15])([F:14])[F:13])=[CH:9][C:8]([Cl:16])=[CH:7][CH:6]=2.[C:20](CC(=O)C)(=O)[CH3:21]>OS(O)(=O)=O>[Cl:16][C:8]1[CH:7]=[CH:6][C:5]2[N:4]=[C:3]3[C:17](=[O:18])[NH:19][C:20]([CH3:21])=[N:1][C:2]3=[C:11]([C:12]([F:13])([F:15])[F:14])[C:10]=2[CH:9]=1. Procedure details: 3-Amino-6-chloro-4-(trifluoromethyl)-2-quinolinecarboxamide (12, 172 mg, 0.594 mmol) was dissolved acetylacetone (5.9 mL). Three drops of H2SO4 were added and the reaction was heated to 100° C. for 30 minutes. The reaction was cooled to rt and the copious cream precipitate was collected and washed with cold CH3OH to provide the desired product (103 mg, 55%) requiring no further purification. 1H NMR (d6-DMSO, 300 MHz) δ12.73 (br s, NH), 8.35 (d, J=9.2 Hz, 1 H), 8.29 (s, 1H), 7.97 (dd, J=2.2, 9.1 ... The reactants are FC1=CC=C(CN)C=C1 (4-fluorobenzylamine), ClC=1N=C(C2=C(N1)SC(=C2)[N+](=O)[O-])Cl (2,4-dichloro-6-nitro-thieno-[2,3-d]-pyrimidine). Product: ClC=1N=C(C2=C(N1)SC(=C2)[N+](=O)[O-])NCC2=CC=C(C=C2)F (2-chloro-6-nitro-4-(4-fluorobenzylamino)-thieno-[2,3-d]-pyrimidine). As a reaction SMILES: [F:1][C:2]1[CH:9]=[CH:8][C:5]([CH2:6][NH2:7])=[CH:4][CH:3]=1.[Cl:10][C:11]1[N:12]=[C:13](Cl)[C:14]2[CH:19]=[C:18]([N+:20]([O-:22])=[O:21])[S:17][C:15]=2[N:16]=1>>[Cl:10][C:11]1[N:12]=[C:13]([NH:7][CH2:6][C:5]2[CH:8]=[CH:9][C:2]([F:1])=[CH:3][CH:4]=2)[C:14]2[CH:19]=[C:18]([N+:20]([O-:22])=[O:21])[S:17][C:15]=2[N:16]=1. Reported procedure: Following the procedure of Example 1, the reaction of 4-fluorobenzylamine with 2,4-dichloro-6-nitro-thieno-[2,3-d]-pyrimidine yields 2-chloro-6-nitro-4-(4-fluorobenzylamino)-thieno-[2,3-d]-pyrimidine.